Dataset: the Open Reaction Database (ORD), a public repository of structured organic reaction records. Task: describe an organic reaction: reactants, conditions, products, and yield The reactants are [OH-].[Na+] (sodium hydroxide), O=C1NC=CC(=C1)C=1C(=NN2C1C=CC=C2)C2=CC=CC=C2 (3-(2-oxo-1,2-dihydropyridin-4-yl)-2-phenylpyrazolo[1,5-a]pyridine), P(=O)(Cl)(Cl)Cl (phosphorus oxychloride), aqueous solution. Conditions: temperature 70 celsius, time 6 hour. The product is ClC1=NC=CC(=C1)C=1C(=NN2C1C=CC=C2)C2=CC=CC=C2 (3-(2-chloropyridin-4-yl)-2-phenylpyrazolo[1,5-a]pyridine). Reaction SMILES: O=[C:2]1[CH:7]=[C:6]([C:8]2[C:9]([C:17]3[CH:22]=[CH:21][CH:20]=[CH:19][CH:18]=3)=[N:10][N:11]3[CH:16]=[CH:15][CH:14]=[CH:13][C:12]=23)[CH:5]=[CH:4][NH:3]1.P(Cl)(Cl)([Cl:25])=O.[OH-].[Na+]>>[Cl:25][C:2]1[CH:7]=[C:6]([C:8]2[C:9]([C:17]3[CH:22]=[CH:21][CH:20]=[CH:19][CH:18]=3)=[N:10][N:11]3[CH:16]=[CH:15][CH:14]=[CH:13][C:12]=23)[CH:5]=[CH:4][N:3]=1 |f:2.3|. Procedure: A mixture of 3-(2-oxo-1,2-dihydropyridin-4-yl)-2-phenylpyrazolo[1,5-a]pyridine (0.6 g) and phosphorus oxychloride (1.8 ml) was stirred for 6 hours at 70° C. After cooling, the reaction mixture was poured onto ice (30 g) and made alkaline with 24% aqueous solution of sodium hydroxide (pH=10) and extracted with chloroform (18 ml). The combined extract was washed with water and sodium chloride aqueous solution and dried over magnesium sulfate. The solvent was removed in vacuo and the residue was ch... Reactants: Formula 7, FC1=C(C(=O)Cl)C=CC=C1 (2-fluorobenzoic acid chloride), Br.BrCCN (2-bromoethylamine hydrobromide), Formula 7, FC1=C(C=CC=C1)C=1OC=CN1 (2-fluoro-1-oxazol-2-ylbenzene). Reaction SMILES: [F:1][C:2]1[CH:7]=[CH:6][CH:5]=[CH:4][C:3]=1[C:8]1[O:9][CH:10]=[CH:11][N:12]=1.FC1C=CC=CC=1C(Cl)=O.Br.BrCCN>>[F:1][C:2]1[CH:7]=[CH:6][CH:5]=[CH:4][C:3]=1[C:8]1[O:9][CH2:10][CH2:11][N:12]=1 |f:2.3|. Procedure: Compounds of Formula 7 are commercially available or can be prepared by methods known to those of ordinary skill in the art. For example, a compound of Formula 7 in which L is fluoro, R1 is oxazol-2-yl and R2 is hydro (i.e., 2-fluoro-1-oxazol-2-ylbenzene) can be prepared by reacting 2-fluorobenzoic acid chloride with 2-bromoethylamine hydrobromide to give 2-fluoro-1-(4,5-dihydrooxazol-2-yl)benzene and then oxidizing. The reaction with the 2-bromoethylamine hydrobromide is carried out in the pres... The product is FC1=C(C=CC=C1)C=1OCCN1 (2-fluoro-1-(4,5-dihydrooxazol-2-yl)benzene). Reactants: O=C([O-])[O-], CCCCCCCO, CCCCCCCCCCCC, Cc1cc(C)cc(I)c1, [Cs+], [Cs+], [Cu]I, c1cnc2c(c1)ccc1cccnc12. Yields the product CCCCCCCOc1cc(C)cc(C)c1. As a reaction SMILES: [C:32](=[O:33])([O-:34])[O-:35].[CH2:1]([CH2:2][CH2:3][CH2:4][CH2:5][CH2:6][CH3:7])[OH:8].[CH3:38][CH2:39][CH2:40][CH2:41][CH2:42][CH2:43][CH2:44][CH2:45][CH2:46][CH2:47][CH2:48][CH3:49].[CH3:9][c:10]1[cH:11][c:12]([I:17])[cH:13][c:14]([CH3:16])[cH:15]1.[Cs+:36].[Cs+:37].[Cu:50][I:51].[cH:18]1[cH:19][c:20]2[cH:21][cH:22][c:23]3[c:24]([c:25]2[n:26][cH:27]1)[n:28][cH:29][cH:30][cH:31]3>>[CH2:1]([CH2:2][CH2:3][CH2:4][CH2:5][CH2:6][CH3:7])[O:8][c:12]1[cH:11][c:10]([CH3:9])[cH:15][c:14]([CH3:16])[cH:13]1. The reactants are C(C=C)C=1N=C(C2=CC=CC=C2C1O)Cl (3-allyl-1-chloroisoquinolin-4-ol), B1C2CCCC1CCC2 (9-BBN), [OH-].[Na+] (NaOH), OO (H2O2). Run in O1CCCC1 (tetrahydrofuran), C1CCOC1 (THF). Conditions: time 8 hour. The product is ClC1=NC(=C(C2=CC=CC=C12)O)CCCO (1-chloro-3-(3-hydroxypropyl)isoquinolin-4-ol). Isolated yield 71.7%. Reaction SMILES: [CH2:1]([C:4]1[N:5]=[C:6]([Cl:15])[C:7]2[C:12]([C:13]=1[OH:14])=[CH:11][CH:10]=[CH:9][CH:8]=2)[CH:2]=[CH2:3].B1C2CCCC1CCC2.[OH-:25].[Na+].OO>O1CCCC1>[Cl:15][C:6]1[C:7]2[C:12](=[CH:11][CH:10]=[CH:9][CH:8]=2)[C:13]([OH:14])=[C:4]([CH2:1][CH2:2][CH2:3][OH:25])[N:5]=1 |f:2.3|. Procedure details: To a stirred solution of 3-allyl-1-chloroisoquinolin-4-ol (670 mg, 3.05 mmol) in dry tetrahydrofuran (5 mL) at room temperature was added 0.5 M in THF solution of 9-BBN (18.30 mL, 9.15 mmol) and the mixture was stirred for overnight. 3N NaOH (9.15 mL, 27.5 mmol) and H2O2 (2.83 mL, 30.5 mmol) were then added to the mixture. The mixture was stirred for 45 min before quenching with sat. NaCl solution. 1 N HCl was then added to the solution to adjust PH<7. The reaction was extracted with EtOAc. The ... The reactants are O=C([O-])C(O)C(O)C(=O)[O-], COc1ccc(COC(C(C)C=CC(CC(O[Si](C)(C)C(C)(C)C)C(C)C=CCOC(c2ccccc2)(c2ccccc2)c2ccccc2)O[Si](C)(C)C(C)(C)C)C(C)CC(C)C(=O)N2C(=O)OCC2Cc2ccccc2)cc1, C1CCOC1, CO, [K+], [Na+]. Yields the product COc1ccc(COC(C(C)C=CC(CC(O[Si](C)(C)C(C)(C)C)C(C)C=CCOC(c2ccccc2)(c2ccccc2)c2ccccc2)O[Si](C)(C)C(C)(C)C)C(C)CC(C)CO)cc1. Reaction SMILES: [C:82]([CH:83]([CH:84]([C:85]([O-:86])=[O:87])[OH:88])[OH:89])([O-:90])=[O:91].[CH2:1]([CH:2]1[CH2:3][O:4][C:5](=[O:6])[N:7]1[C:14]([CH:15]([CH2:16][CH:17]([CH:18]([CH:19]([CH:20]=[CH:21][CH:22]([CH2:23][CH:24]([CH:25]([CH:26]=[CH:27][CH2:28][O:29][C:30]([c:31]1[cH:32][cH:33][cH:34][cH:35][cH:36]1)([c:37]1[cH:38][cH:39][cH:40][cH:41][cH:42]1)[c:43]1[cH:44][cH:45][cH:46][cH:47][cH:48]1)[CH3:49])[O:50][Si:51]([CH3:52])([CH3:53])[C:54]([CH3:55])([CH3:56])[CH3:57])[O:58][Si:59]([CH3:60])([CH3:61])[C:62]([CH3:63])([CH3:64])[CH3:65])[CH3:66])[O:67][CH2:68][c:69]1[cH:70][cH:71][c:72]([O:75][CH3:76])[cH:73][cH:74]1)[CH3:77])[CH3:78])=[O:79])[c:8]1[cH:9][cH:10][cH:11][cH:12][cH:13]1.[CH2:94]1[O:95][CH2:96][CH2:97][CH2:98]1.[CH3:80][OH:81].[K+:92].[Na+:93]>>[CH2:14]([CH:15]([CH2:16][CH:17]([CH:18]([CH:19]([CH:20]=[CH:21][CH:22]([CH2:23][CH:24]([CH:25]([CH:26]=[CH:27][CH2:28][O:29][C:30]([c:31]1[cH:32][cH:33][cH:34][cH:35][cH:36]1)([c:37]1[cH:38][cH:39][cH:40][cH:41][cH:42]1)[c:43]1[cH:44][cH:45][cH:46][cH:47][cH:48]1)[CH3:49])[O:50][Si:51]([CH3:52])([CH3:53])[C:54]([CH3:55])([CH3:56])[CH3:57])[O:58][Si:59]([CH3:60])([CH3:61])[C:62]([CH3:63])([CH3:64])[CH3:65])[CH3:66])[O:67][CH2:68][c:69]1[cH:70][cH:71][c:72]([O:75][CH3:76])[cH:73][cH:74]1)[CH3:77])[CH3:78])[OH:79]. Reactants: ClC1=NC(=CC(=C1C#N)C1=CC=CC=C1)N1CC(OC(C1)C)C (2-chloro-6-(2,6-dimethyl-morpholino)-4-phenyl-3-cyano-pyridine), O.NN (hydrazine hydrate), Cl (hydrochloride). The product is NC1=NNC2=NC(=CC(=C21)C2=CC=CC=C2)N2CC(OC(C2)C)C (3-Amino-6-(2,6-dimethyl-morpholino)-4-phenyl-1H-pyrazolo[3,4-b]-pyridine). Reaction SMILES: Cl[C:2]1[C:7]([C:8]#[N:9])=[C:6]([C:10]2[CH:15]=[CH:14][CH:13]=[CH:12][CH:11]=2)[CH:5]=[C:4]([N:16]2[CH2:21][CH:20]([CH3:22])[O:19][CH:18]([CH3:23])[CH2:17]2)[N:3]=1.O.[NH2:25][NH2:26].Cl>>[NH2:9][C:8]1[C:7]2[C:2](=[N:3][C:4]([N:16]3[CH2:21][CH:20]([CH3:22])[O:19][CH:18]([CH3:23])[CH2:17]3)=[CH:5][C:6]=2[C:10]2[CH:15]=[CH:14][CH:13]=[CH:12][CH:11]=2)[NH:26][N:25]=1 |f:1.2|. Procedure: 3-Amino-6-(2,6-dimethyl-morpholino)-4-phenyl-1H-pyrazolo[3,4-b]-pyridine was prepared analogous to Example 1 from 2-chloro-6-(2,6-dimethyl-morpholino)-4-phenyl-3-cyano-pyridine (m.p. 165°-178° C.; mixture of isomers) and hydrazine hydrate. M.p. of the hydrochloride: 235°-238° C. (decomp.).